From a dataset of the Open Reaction Database (ORD), a public repository of structured organic reaction records. describe an organic reaction: reactants, conditions, products, and yield Starting materials: C=CCOc1cc(C(=O)O)cc(C(=O)OC)c1, O=S(Cl)Cl. Product: C=CCOc1cc(C(=O)Cl)cc(C(=O)OC)c1. As a reaction SMILES: [CH3:1][O:2][C:3]([c:4]1[cH:5][c:6]([C:7](=[O:8])[OH:9])[cH:10][c:11]([O:13][CH2:14][CH:15]=[CH2:16])[cH:12]1)=[O:17].[S:18]([Cl:19])([Cl:20])=[O:21]>>[CH3:1][O:2][C:3]([c:4]1[cH:5][c:6]([C:7](=[O:8])[Cl:20])[cH:10][c:11]([O:13][CH2:14][CH:15]=[CH2:16])[cH:12]1)=[O:17].